describe an organic reaction: reactants, conditions, products, and yield From a dataset of the Open Reaction Database (ORD), a public repository of structured organic reaction records. Reactants: ClC1=CC(=C(C=C1)OCCC1=CC=CC=C1)CCCCCl (4-chloro-2-(4-chlorobutyl)-1-(2-phenylethoxy)benzene), C(CC)NCCC (di-n-propylamine). Run in C(Cl)Cl (methylene chloride). Run at temperature 120 celsius, time 38 hour. Product: C(CC)N(CCC)CCCCC1=C(C=CC(=C1)Cl)OCCC1=CC=CC=C1 (N,N-di-n-propyl-4-[5-chloro-2-(2-phenylethoxy)phenyl]butylamine). Reaction SMILES: [Cl:1][C:2]1[CH:7]=[CH:6][C:5]([O:8][CH2:9][CH2:10][C:11]2[CH:16]=[CH:15][CH:14]=[CH:13][CH:12]=2)=[C:4]([CH2:17][CH2:18][CH2:19][CH2:20]Cl)[CH:3]=1.[CH2:22]([NH:25][CH2:26][CH2:27][CH3:28])[CH2:23][CH3:24]>C(Cl)Cl>[CH2:22]([N:25]([CH2:20][CH2:19][CH2:18][CH2:17][C:4]1[CH:3]=[C:2]([Cl:1])[CH:7]=[CH:6][C:5]=1[O:8][CH2:9][CH2:10][C:11]1[CH:16]=[CH:15][CH:14]=[CH:13][CH:12]=1)[CH2:26][CH2:27][CH3:28])[CH2:23][CH3:24]. Procedure: To 0.91 g of the crude 4-chloro-2-(4-chlorobutyl)-1-(2-phenylethoxy)benzene, was added 10 ml of di-n-propylamine and the resulting mixture was stirred at 120° C. for 38 hours. After diluting with methylene chloride, the mixture was successively washed with a saturated aqueous solution of sodium hydrogencarbonate and a saturated aqueous solution of sodium chloride and dried over anhydrous magnesium sulfate. After evaporation of the solvent under reduced pressure, the obtained residue was subjecte... Starting materials: CC1(C(C1CC(Cl)(Cl)Cl)C(=O)OC)C (methyl 2,2-dimethyl-3-(2',2',2'-trichloroethyl)-cyclopropanecarboxylate), [OH-].[Na+] (sodium hydroxide), CO (methanol). Run in O (water). Product: CC1(C(C1C=C(Cl)Cl)C(=O)O)C (2,2-dimethyl-3-(2',2'-dichlorovinyl)-cyclopropanecarboxylic acid). Isolated yield 81.7%. RXN SMILES: [CH3:1][C:2]1([CH3:14])[CH:4]([CH2:5][C:6](Cl)([Cl:8])[Cl:7])[CH:3]1[C:10]([O:12]C)=[O:11].[OH-].[Na+].CO>O>[CH3:1][C:2]1([CH3:14])[CH:4]([CH:5]=[C:6]([Cl:8])[Cl:7])[CH:3]1[C:10]([OH:12])=[O:11] |f:1.2|. Reported procedure: In similar way to that in Stage IV-1 Example 3 above except that 5 g of methyl 2,2-dimethyl-3-(2',2',2'-trichloroethyl)-cyclopropanecarboxylate (purity: 95.8%, cis/trans: 92.7/7.3) were added to a mixture of 4 g of sodium hydroxide, 20 ml of methanol and 30 ml of water to heat the resulting mixture for 10 hours under reflux, 3.31 of 2,2-dimethyl-3-(2',2'-dichlorovinyl)-cyclopropanecarboxylic acid, cis/trans ratio 98.8/1.2, purity 96.4%, yield 81.7% were obtained.